This data is from the Open Reaction Database (ORD), a public repository of structured organic reaction records. The task is: describe an organic reaction: reactants, conditions, products, and yield The reactants are CC(=O)Oc1cc2c(c3ccccc13)Nc1ccccc1S2, CC(=O)Br, ClCCCl. The product is CC(=O)Oc1cc2c(c3ccccc13)N(C(C)=O)c1ccccc1S2. Reaction SMILES: [C:1]([CH3:2])(=[O:3])[O:4][c:5]1[c:6]2[c:7]([c:8]3[c:17]([cH:18]1)[S:16][c:15]1[c:10]([cH:11][cH:12][cH:13][cH:14]1)[NH:9]3)[cH:19][cH:20][cH:21][cH:22]2.[C:23]([CH3:24])(=[O:25])[Br:26].[Cl:27][CH2:28][CH2:29][Cl:30]>>[C:1]([CH3:2])(=[O:3])[O:4][c:5]1[c:6]2[c:7]([c:8]3[c:17]([cH:18]1)[S:16][c:15]1[c:10]([cH:11][cH:12][cH:13][cH:14]1)[N:9]3[C:23]([CH3:24])=[O:25])[cH:19][cH:20][cH:21][cH:22]2. The product is ClC1=C(C=C(C=C1)NC(=O)N)C=C(C(=O)OCC)Cl (N-[4-Chloro-3-(2-chloro-2-ethoxycarbonylethenyl)-phenyl]-urea). Conditions: time 1 hour. RXN SMILES: [NH3:1].[Cl:2][C:3]1[CH:8]=[CH:7][C:6]([N:9]=[C:10]=[O:11])=[CH:5][C:4]=1[CH:12]=[C:13]([Cl:19])[C:14]([O:16][CH2:17][CH3:18])=[O:15]>O1CCCC1>[Cl:2][C:3]1[CH:8]=[CH:7][C:6]([NH:9][C:10]([NH2:1])=[O:11])=[CH:5][C:4]=1[CH:12]=[C:13]([Cl:19])[C:14]([O:16][CH2:17][CH3:18])=[O:15]. Procedure: Gaseous ammonia was passed into a solution of 14.3 g of 4-chloro-3-(2-chloro-2-ethoxycarbonylethenyl)-phenyl isocyanate in 200 ml of tetrahydrofuran at 20° C. in the course of 1.5 hours until saturation had been reached, and stirring was carried out for 1 hour. The precipitate was removed and washed with ether. The filtrate was evaporated down, the residue was stirred with ether and the product was removed. The solids were combined. The solvent is O1CCCC1 (tetrahydrofuran). Reactants: N (ammonia), ClC1=C(C=C(C=C1)N=C=O)C=C(C(=O)OCC)Cl (4-chloro-3-(2-chloro-2-ethoxycarbonylethenyl)-phenyl isocyanate). Reactants: NC(C(F)(F)F)(C1=NC2=C(N1)C=CC(=C2)C#N)C2=C1C=CN(C1=C(C=C2OC)C)C(=O)OC(C)(C)C ((±)-tert-butyl 4-(1-amino-1-(5-cyano-1H-benzo[d]imidazol-2-yl)-2,2,2-trifluoroethyl)-5-methoxy-7-methyl-1H-indole-1-carboxylate), C(C=O)(=O)OCC (ethyl glyoxylate), [BH4-].[Na+] (NaBH4), [BH4-].[Na+] (NaBH4), CO (MeOH), [BH4-].[Na+] (NaBH4). Solvent: ClCCCl (DCE). The product is C(#N)C1=CC2=C(NC(=N2)C(C(F)(F)F)(NCCO)C2=C3C=CN(C3=C(C=C2OC)C)C(=O)OC(C)(C)C)C=C1 ((±)-tert-Butyl 4-(1-(5-cyano-1H-benzo[d]imidazol-2-yl)-2,2,2-trifluoro-1-((2-hydroxyethyl)amino)ethyl)-5-methoxy-7-methyl-1H-indole-1-carboxylate). As a reaction SMILES: [NH2:1][C:2]([C:18]1[C:26]([O:27][CH3:28])=[CH:25][C:24]([CH3:29])=[C:23]2[C:19]=1[CH:20]=[CH:21][N:22]2[C:30]([O:32][C:33]([CH3:36])([CH3:35])[CH3:34])=[O:31])([C:7]1[NH:11][C:10]2[CH:12]=[CH:13][C:14]([C:16]#[N:17])=[CH:15][C:9]=2[N:8]=1)[C:3]([F:6])([F:5])[F:4].[C:37](OCC)(=O)[CH:38]=[O:39].CO.[BH4-].[Na+]>ClCCCl>[C:16]([C:14]1[CH:13]=[CH:12][C:10]2[NH:11][C:7]([C:2]([C:18]3[C:26]([O:27][CH3:28])=[CH:25][C:24]([CH3:29])=[C:23]4[C:19]=3[CH:20]=[CH:21][N:22]4[C:30]([O:32][C:33]([CH3:36])([CH3:35])[CH3:34])=[O:31])([NH:1][CH2:37][CH2:38][OH:39])[C:3]([F:6])([F:5])[F:4])=[N:8][C:9]=2[CH:15]=1)#[N:17] |f:3.4|. Procedure: A solution of (±)-tert-butyl 4-(1-amino-1-(5-cyano-1H-benzo[d]imidazol-2-yl)-2,2,2-trifluoroethyl)-5-methoxy-7-methyl-1H-indole-1-carboxylate (50 mg, 0.100 mmol) and ethyl glyoxylate (50% in toluene) (39.7 μL, 0.200 mmol) in DCE (1.00 mL) was stirred at room temperature. After 50 minutes MeOH (1 mL) was added followed by NaBH4 (11.36 mg, 0.300 mmol). After 30 minutes additional NaBH4 (4 mg, 0.106 mmol) was added. After 25 more minutes additional NaBH4 (40 mg, 1.06 mmol) was added. After 15 more ...